Dataset: the Open Reaction Database (ORD), a public repository of structured organic reaction records. Task: describe an organic reaction: reactants, conditions, products, and yield Reactants: C1(=CC=CC=C1)S(=O)CCC(/C(=C(/CC1=CC(=CC=C1)OC1=CC=CC=C1)\F)/F)C1=CC=C(C=C1)Cl ((4E)-3-(4-chlorophenyl)-4,5-difluoro-6-(3-phenoxyphenyl)-4-hexenyl phenyl sulfoxide). The solvent is ClC1=C(C=CC=C1)Cl (o-dichlorobenzene). Conditions: temperature 100 celsius. Yields the product ClC1=CC=C(C=C1)C(\C(=C(\CC1=CC(=CC=C1)OC1=CC=CC=C1)/F)\F)C=C (1-[(2E)-4-(4-chlorophenyl)-2,3-difluoro-2,5-hexadienyl]-3-phenoxybenzene). Yield: 59.6%. Reaction SMILES: C1(S([CH2:9][CH2:10][CH:11]([C:30]2[CH:35]=[CH:34][C:33]([Cl:36])=[CH:32][CH:31]=2)/[C:12](/[F:29])=[C:13](\[F:28])/[CH2:14][C:15]2[CH:20]=[CH:19][CH:18]=[C:17]([O:21][C:22]3[CH:27]=[CH:26][CH:25]=[CH:24][CH:23]=3)[CH:16]=2)=O)C=CC=CC=1>ClC1C=CC=CC=1Cl>[Cl:36][C:33]1[CH:32]=[CH:31][C:30]([CH:11]([CH:10]=[CH2:9])/[C:12](/[F:29])=[C:13](\[F:28])/[CH2:14][C:15]2[CH:20]=[CH:19][CH:18]=[C:17]([O:21][C:22]3[CH:27]=[CH:26][CH:25]=[CH:24][CH:23]=3)[CH:16]=2)=[CH:35][CH:34]=1. Procedure: A solution of (4E)-3-(4-chlorophenyl)-4,5-difluoro-6-(3-phenoxyphenyl)-4-hexenyl phenyl sulfoxide (0.318 g, 0.60 mmol) in o-dichlorobenzene (2.4 ml) under nitrogen was heated at 165° C. for 4.5 hours. The solution was cooled to 100° C. and the solvent removed in vacuo. The residue was chromatographed on a preparative thin layer silica gel plate eluting with ethyl acetate:hexane (5:95) to yield the title compound as a pale yellow oil (0.142 g) which was characterized by IR, 1HNMR and mass spectra...